Dataset: the Open Reaction Database (ORD), a public repository of structured organic reaction records. Task: describe an organic reaction: reactants, conditions, products, and yield The reactants are CCOC(=O)CC(=O)OCC, CC(=O)OC(C)=O, CC(C)=O, [Cl-], [Cl-], [Zn+2], c1ccccc1. Yields the product CCOC(=O)C(C(=O)OCC)=C(C)C. RXN SMILES: [C:1]([CH2:2][C:3](=[O:4])[O:5][CH2:6][CH3:7])(=[O:8])[O:9][CH2:10][CH3:11].[CH3:12][C:13]([O:14][C:15](=[O:16])[CH3:17])=[O:18].[CH3:19][C:20]([CH3:21])=[O:22].[Cl-:29].[Cl-:31].[Zn+2:30].[cH:23]1[cH:24][cH:25][cH:26][cH:27][cH:28]1>>[C:1]([C:2]([C:3](=[O:4])[O:5][CH2:6][CH3:7])=[C:20]([CH3:19])[CH3:21])(=[O:8])[O:9][CH2:10][CH3:11].